This data is from the Open Reaction Database (ORD), a public repository of structured organic reaction records. The task is: describe an organic reaction: reactants, conditions, products, and yield The reactants are C[Mg]Br (methylmagnesium bromide), O1CCOC2=C1C=CC=C2N2CCC(CC2)=O (2,3-dihydro[1,4]benzodioxin-5-ylpiperid-4-one), [NH4+].[Cl-] (NH4Cl). Run in CCOCC (ether), CCOCC (ether). Reaction conditions: temperature 0 celsius, time 1 hour. Product: O1CCOC2=C1C=CC=C2N2CCC(CC2)(C)O (1-(2,3-dihydro[1,4]benzodioxin-5-yl)-4-hydroxy-4-methylpiperidine). RXN SMILES: [O:1]1[C:6]2[CH:7]=[CH:8][CH:9]=[C:10]([N:11]3[CH2:16][CH2:15][C:14](=[O:17])[CH2:13][CH2:12]3)[C:5]=2[O:4][CH2:3][CH2:2]1.[CH3:18][Mg]Br.[NH4+].[Cl-]>CCOCC>[O:1]1[C:6]2[CH:7]=[CH:8][CH:9]=[C:10]([N:11]3[CH2:16][CH2:15][C:14]([OH:17])([CH3:18])[CH2:13][CH2:12]3)[C:5]=2[O:4][CH2:3][CH2:2]1 |f:2.3|. Procedure: 3.5 g (15 mmol) of 1-(2,3-dihydro[1,4]benzodioxin-5-ylpiperid-4-one are dissolved in 30 ml of ether. The solution is cooled to 0° C. and, while that temperature is maintained, 10 ml of a 3M methylmagnesium bromide solution in ether are added. The whole is stirred for 1 hour at that temperature and then for 1/2 hour at room temperature, hydrolysed by pouring into 100 ml of a saturated aqueous NH4Cl solution, and extracted with 100 ml of ether. The extract is dried and evaporated to yield a residu... Reactants: ClC=1C=C(C(CC2C(CCCC2)=O)=O)C=CC1Cl (2-(3,4-dichlorophenacyl)cyclohexanone), NC1=CC=C(C(C(=O)O)=C1)O (5-aminosalicylic acid), yellow crystals. The solvent is C(C)(=O)O (acetic acid). The product is C(=O)(O)C=1C=C(C=CC1O)N1C(=CC=2CCCCC12)C1=CC(=C(C=C1)Cl)Cl (1-(3-Carboxy-4-hydroxyphenyl)-2-(3,4-dichlorophenyl)-4,5,6,7-tetrahydroindole). As a reaction SMILES: [Cl:1][C:2]1[CH:3]=[C:4]([CH:15]=[CH:16][C:17]=1[Cl:18])[C:5](=O)[CH2:6][CH:7]1[CH2:12][CH2:11][CH2:10][CH2:9][C:8]1=O.[NH2:19][C:20]1[CH:28]=[C:24]([C:25]([OH:27])=[O:26])[C:23]([OH:29])=[CH:22][CH:21]=1>C(O)(=O)C>[C:25]([C:24]1[CH:28]=[C:20]([N:19]2[C:8]3[CH2:9][CH2:10][CH2:11][CH2:12][C:7]=3[CH:6]=[C:5]2[C:4]2[CH:15]=[CH:16][C:17]([Cl:18])=[C:2]([Cl:1])[CH:3]=2)[CH:21]=[CH:22][C:23]=1[OH:29])([OH:27])=[O:26]. Procedure: A solution of 15 g. (0.05 mole) of 2-(3,4-dichlorophenacyl)cyclohexanone, 7.7 g. (0.05 mole) of 5-aminosalicylic acid, and 63 ml. of glacial acetic acid was heated under reflux under nitrogen for 11/2 hours, cooled and filtered. The collected solid was washed with water and recrystallized from acetonitrile to provide 19.4 g. (97%) of yellow crystals, m.p. 210°-211°. Reactants: CC1(C(=O)OC(C1)=O)C (2,2-dimethylsuccinic anhydride), C1=CC(=CC=C1N)O (p-aminophenol). Run in CN(C=O)C (dimethylformamide), CN(C=O)C (dimethylformamide). Yields the product OC1=CC=C(C=C1)N1C(C(CC1=O)(C)C)=O (N-(4-hydroxyphenyl)-2,2-dimethylsuccinimide). The yield is 70.0%. RXN SMILES: [CH3:1][C:2]1([CH3:9])[CH2:7][C:6](=[O:8])[O:5][C:3]1=O.[CH:10]1[C:15]([NH2:16])=[CH:14][CH:13]=[C:12]([OH:17])[CH:11]=1>CN(C)C=O>[OH:17][C:12]1[CH:13]=[CH:14][C:15]([N:16]2[C:6](=[O:8])[CH2:7][C:2]([CH3:1])([CH3:9])[C:3]2=[O:5])=[CH:10][CH:11]=1. Procedure: A solution of 2,2-dimethylsuccinic anhydride (128 g, 1 mol) in dimethylformamide (150 ml) was added slowly for a time of 1 h at a temperature of 25° C. to a stirred solution of p-aminophenol (109 g, 1 mol) in dimethylformamide (150 ml) present in a reactor. By continuing the procedure as described in Example 1, N-(4-hydroxyphenyl)-2,2-dimethylsuccinimide was obtained in a yield of 70% and with a purity of more than 95%. Starting materials: C#Cc1ccc(CCC(=O)OC)cc1, Cc1cc(I)ccn1. Yields the product COC(=O)CCc1ccc(C#Cc2ccnc(C)c2)cc1. As a reaction SMILES: [C:1](#[CH:2])[c:3]1[cH:4][cH:5][c:6]([CH2:9][CH2:10][C:11](=[O:12])[O:13][CH3:14])[cH:7][cH:8]1.[I:15][c:16]1[cH:17][c:18]([CH3:22])[n:19][cH:20][cH:21]1>>[C:1](#[C:2][c:16]1[cH:17][c:18]([CH3:22])[n:19][cH:20][cH:21]1)[c:3]1[cH:4][cH:5][c:6]([CH2:9][CH2:10][C:11](=[O:12])[O:13][CH3:14])[cH:7][cH:8]1. Reactants: BrC=1C(=C2C(=NC1)NC(=N2)C2=CC=C(C=C2)N(C)C)N2CCN(CC2)C(=O)NC2=CC=CC=C2 (4-(6-bromo-2-(4-(dimethylamino)phenyl)-3H-imidazo[4,5-b]pyridin-7-yl)-N-phenylpiperazine-1-carboxamide), N1(CCOCC1)C1=CC=C(C=O)C=C1 (4-morpholin-4-yl-benzaldehyde), BrC=1C(=C(C(=NC1)N)[N+](=O)[O-])N1CCN(CC1)CC=1C=NC(=CC1)C(F)(F)F (5-bromo-3-nitro-4-(4-((6-(trifluoromethyl)pyridin-3-yl)methyl)piperazin-1-yl)pyridin-2-amine), [O-]S(=O)S(=O)[O-].[Na+].[Na+] (Na2S2O4). The solvent is C(C)O (ethanol), CN(C)C=O (DMF). Conditions: time 6 hour. Product: BrC=1C(=C2C(=NC1)NC(=N2)C2=CC=C(C=C2)N2CCOCC2)N2CCN(CC2)CC=2C=NC(=CC2)C(F)(F)F (4-(4-(6-Bromo-7-(4-((6-(trifluoromethyl)pyridin-3-yl)methyl)piperazin-1-yl)-3H-imidazo[4,5-b]pyridin-2-yl)phenyl)morpholine). The yield is 23.2%. Reaction SMILES: BrC1C(N2CCN(C(NC3C=CC=CC=3)=O)CC2)=C2N=C(C3C=CC(N(C)C)=CC=3)NC2=NC=1.[Br:35][C:36]1[C:37]([N:46]2[CH2:51][CH2:50][N:49]([CH2:52][C:53]3[CH:54]=[N:55][C:56]([C:59]([F:62])([F:61])[F:60])=[CH:57][CH:58]=3)[CH2:48][CH2:47]2)=[C:38]([N+:43]([O-])=O)[C:39]([NH2:42])=[N:40][CH:41]=1.[O-]S(S([O-])=O)=O.[Na+].[Na+].[N:71]1([C:77]2[CH:84]=[CH:83][C:80]([CH:81]=O)=[CH:79][CH:78]=2)[CH2:76][CH2:75][O:74][CH2:73][CH2:72]1>C(O)C.CN(C=O)C>[Br:35][C:36]1[C:37]([N:46]2[CH2:51][CH2:50][N:49]([CH2:52][C:53]3[CH:54]=[N:55][C:56]([C:59]([F:62])([F:61])[F:60])=[CH:57][CH:58]=3)[CH2:48][CH2:47]2)=[C:38]2[N:43]=[C:81]([C:80]3[CH:79]=[CH:78][C:77]([N:71]4[CH2:76][CH2:75][O:74][CH2:73][CH2:72]4)=[CH:84][CH:83]=3)[NH:42][C:39]2=[N:40][CH:41]=1 |f:2.3.4|. Procedure details: This was prepared using the same procedure as for 4-(6-bromo-2-(4-(dimethylamino)phenyl)-3H-imidazo[4,5-b]pyridin-7-yl)-N-phenylpiperazine-1-carboxamide, but here using 5-bromo-3-nitro-4-(4-((6-(trifluoromethyl)pyridin-3-yl)methyl)piperazin-1-yl)pyridin-2-amine (20 mg, 0.043 mmol), DMF (0.15 mL), ethanol (0.85 mL), 1M Na2S2O4 (3 eq, 0.13 mmol, 0.13 mL) and 4-morpholin-4-yl-benzaldehyde (1.1 eq, 0.048 mmol, 9 mg). After 6 h, concentration in vacuo and purification by preparative tlc (CH2Cl2-MeOH,... The reactants are FC(C=1C=CC2=C(N(C=N2)[C@H]2[C@H](OC(C)=O)[C@H](OC(C)=O)[C@H](O2)C)C1)(F)F (6-trifluoromethyl-1-(2,3-di-O-acetyl-5-deoxy-beta-D-ribofuranosyl)-1H-benzimidazole), BrC1=NC2=C(N1[C@H]1[C@H](OC(C)=O)[C@H](OC(C)=O)[C@H](O1)C)C=CC(=C2)C(F)(F)F (2-bromo-5-trifluoromethyl-1-(2,3-di-O-acetyl-5-deoxy-beta-D-ribofuranosyl)-1H-benzimidazole). Run in CCOC(=O)C.CCCCCC (EtOAc hexane). Yields the product BrC1=NC2=C(N1[C@H]1[C@H](OC(C)=O)[C@H](OC(C)=O)[C@H](O1)C)C=C(C=C2)C(F)(F)F (2-Bromo-6-trifluoromethyl-1-(2,3-di-O-acetyl-5-deoxy-beta-D-ribofuranosyl)-1H-benzimidazole). Isolated yield 52.0%. RXN SMILES: [F:1][C:2]([F:27])([F:26])[C:3]1[CH:4]=[CH:5][C:6]2[N:10]=[CH:9][N:8]([C@@H:11]3[O:23][C@H:22]([CH3:24])[C@@H:17]([O:18][C:19](=[O:21])[CH3:20])[C@H:12]3[O:13][C:14](=[O:16])[CH3:15])[C:7]=2[CH:25]=1.[Br:28]C1N([C@@H]2O[C@H](C)[C@@H](OC(=O)C)[C@H]2OC(=O)C)C2C=CC(C(F)(F)F)=CC=2N=1>CCOC(C)=O.CCCCCC>[Br:28][C:9]1[N:8]([C@@H:11]2[O:23][C@H:22]([CH3:24])[C@@H:17]([O:18][C:19](=[O:21])[CH3:20])[C@H:12]2[O:13][C:14](=[O:16])[CH3:15])[C:7]2[CH:25]=[C:3]([C:2]([F:1])([F:26])[F:27])[CH:4]=[CH:5][C:6]=2[N:10]=1 |f:2.3|. Procedure: Starting with 6-trifluoromethyl-1-(2,3-di-O-acetyl-5-deoxy-beta-D-ribofuranosyl)-1H-benzimidazole, this compound was prepared in a manner analogous to that described for 2-bromo-5-trifluoromethyl-1-(2,3-di-O-acetyl-5-deoxy-beta-D-ribofuranosyl)-1H-benzimidazole. Following flash column chromatography on silica with EtOAc/hexane (2:3), a 52% yield of the title compound was obtained as an oil. 1H NMR (DMSO-d6) δ1.48 (d, 3H, CH3), 2 (s, 3H, COCH3), 2.1 (s, 3H, COCH3), 4.2-4.3 (m, 1H, CH), 5.2 (t, 1H...